From a dataset of the Open Reaction Database (ORD), a public repository of structured organic reaction records. describe an organic reaction: reactants, conditions, products, and yield Reactants: ClCCl, Fc1ccccc1N1CCNCC1, O=CCCC1CC(c2cccc(Oc3ccccc3)c2)=NO1. The product is Fc1ccccc1N1CCN(CCCC2CC(c3cccc(Oc4ccccc4)c3)=NO2)CC1. As a reaction SMILES: [CH2:36]([Cl:37])[Cl:38].[F:23][c:24]1[c:25]([N:30]2[CH2:31][CH2:32][NH:33][CH2:34][CH2:35]2)[cH:26][cH:27][cH:28][cH:29]1.[O:1]([c:2]1[cH:3][cH:4][cH:5][cH:6][cH:7]1)[c:8]1[cH:9][c:10]([C:14]2=[N:15][O:16][CH:17]([CH2:19][CH2:20][CH:21]=[O:22])[CH2:18]2)[cH:11][cH:12][cH:13]1>>[O:1]([c:2]1[cH:3][cH:4][cH:5][cH:6][cH:7]1)[c:8]1[cH:9][c:10]([C:14]2=[N:15][O:16][CH:17]([CH2:19][CH2:20][CH2:21][N:33]3[CH2:32][CH2:31][N:30]([c:25]4[c:24]([F:23])[cH:29][cH:28][cH:27][cH:26]4)[CH2:35][CH2:34]3)[CH2:18]2)[cH:11][cH:12][cH:13]1. Reactants: CC(C)(C)OC(=O)C1CCCN1, CC(=O)SCC(C(=O)O)C(F)(F)F, C(=NC1CCCCC1)=NC1CCCCC1, ClCCl. Yields the product CC(=O)SCC(C(=O)N1CCCC1C(=O)OC(C)(C)C)C(F)(F)F. Reaction SMILES: [C:1]([CH3:2])([CH3:3])([CH3:4])[O:5][C:6]([CH:7]1[NH:8][CH2:9][CH2:10][CH2:11]1)=[O:12].[C:28]([CH3:29])(=[O:30])[S:31][CH2:32][CH:33]([C:34](=[O:35])[OH:36])[C:37]([F:38])([F:39])[F:40].[CH:13]1([N:14]=[C:15]=[N:16][CH:17]2[CH2:18][CH2:19][CH2:20][CH2:21][CH2:22]2)[CH2:23][CH2:24][CH2:25][CH2:26][CH2:27]1.[Cl:41][CH2:42][Cl:43]>>[C:1]([CH3:2])([CH3:3])([CH3:4])[O:5][C:6]([CH:7]1[N:8]([C:34]([CH:33]([CH2:32][S:31][C:28]([CH3:29])=[O:30])[C:37]([F:38])([F:39])[F:40])=[O:35])[CH2:9][CH2:10][CH2:11]1)=[O:12].